Dataset: the Open Reaction Database (ORD), a public repository of structured organic reaction records. Task: describe an organic reaction: reactants, conditions, products, and yield The reactants are CN(C(=O)Cl)c1ccccc1, CC1(C)CCN(c2ccc(O)nc2)CC1, CCOC(C)=O, CCCCCCC, ClCCl, C1CN2CCN1CC2. The product is CN(C(=O)Oc1ccc(N2CCC(C)(C)CC2)cn1)c1ccccc1. As a reaction SMILES: [CH3:16][N:17]([C:18](=[O:19])[Cl:20])[c:21]1[cH:22][cH:23][cH:24][cH:25][cH:26]1.[CH3:1][C:2]1([CH3:15])[CH2:3][CH2:4][N:5]([c:8]2[cH:9][n:10][c:11]([OH:14])[cH:12][cH:13]2)[CH2:6][CH2:7]1.[CH3:35][CH2:36][O:37][C:38](=[O:39])[CH3:40].[CH3:44][CH2:45][CH2:46][CH2:47][CH2:48][CH2:49][CH3:50].[Cl:41][CH2:42][Cl:43].[N:27]12[CH2:28][CH2:29][N:30]([CH2:31][CH2:32]1)[CH2:33][CH2:34]2>>[CH3:1][C:2]1([CH3:15])[CH2:3][CH2:4][N:5]([c:8]2[cH:9][n:10][c:11]([O:14][C:18]([N:17]([CH3:16])[c:21]3[cH:22][cH:23][cH:24][cH:25][cH:26]3)=[O:19])[cH:12][cH:13]2)[CH2:6][CH2:7]1. The reactants are ClC1=C(C=CC=C1)CNO (N-(2-chlorophenylmethyl)hydroxylamine), CC(C(=S)Cl)(C(=O)Cl)C (dimethylthiomalonyl chloride), N1=CC=CC=C1 (pyridine). The solvent is C(Cl)Cl (methylene chloride), C(Cl)Cl (methylene chloride), C(Cl)Cl (methylene chloride). Run at temperature -40 celsius, time 1 hour. Yields the product ClC1=C(C=CC=C1)CN1OC(C(C1=S)(C)C)=O (2-[(2-chlorophenyl)methyl]-4,4-dimethylisoxazolidine-5-one-3-thione). Yield: 32.7%. As a reaction SMILES: N1C=CC=CC=1.[CH3:7][C:8]([CH3:15])([C:12](Cl)=[O:13])[C:9](Cl)=[S:10].[Cl:16][C:17]1[CH:22]=[CH:21][CH:20]=[CH:19][C:18]=1[CH2:23][NH:24][OH:25]>C(Cl)Cl>[Cl:16][C:17]1[CH:22]=[CH:21][CH:20]=[CH:19][C:18]=1[CH2:23][N:24]1[C:9](=[S:10])[C:8]([CH3:15])([CH3:7])[C:12](=[O:13])[O:25]1. Reported procedure: A stirred solution of 9.5 grams (0.12 mole) of pyridine in 170 ml of methylene chloride under an argon atmosphere was cooled to -10° C. and a solution of 11.1 grams (0.06 mole) of dimethylthiomalonyl chloride in 30 ml of methylene chloride was added slowly. The reaction mixture was cooled to -40° C. and 9.5 grams (0.06 mole) of N-(2-chlorophenylmethyl)hydroxylamine was added in one portion. The addition caused the reaction mixture temperature to quickly rise to -20° C. The reaction mixture was s... Starting materials: CCN=C=NCCCN(C)C, ClCCl, Cl, NCCCSc1ccncc1, O=C1CCC(=O)N1O, O=C(O)Cc1cccs1. Product: O=C(Cc1cccs1)NCCCSc1ccncc1. Reaction SMILES: [CH2:19]([N:20]=[C:21]=[N:22][CH2:23][CH2:24][CH2:25][N:26]([CH3:27])[CH3:28])[CH3:29].[CH2:41]([Cl:42])[Cl:43].[ClH:18].[NH2:30][CH2:31][CH2:32][CH2:33][S:34][c:35]1[cH:36][cH:37][n:38][cH:39][cH:40]1.[OH:10][N:11]1[C:12](=[O:13])[CH2:14][CH2:15][C:16]1=[O:17].[OH:1][C:2](=[O:3])[CH2:4][c:5]1[cH:6][cH:7][cH:8][s:9]1>>[C:2](=[O:3])([CH2:4][c:5]1[cH:6][cH:7][cH:8][s:9]1)[NH:30][CH2:31][CH2:32][CH2:33][S:34][c:35]1[cH:36][cH:37][n:38][cH:39][cH:40]1. The reactants are O (water), BrC=1C(=C(C=CC1)O)C (3-bromo-2-methylphenol), [Cu]C#N (copper(I) cyanide). The reagents and catalysts are C=1C=CC(=CC1)[P](C=2C=CC=CC2)(C=3C=CC=CC3)[Pd]([P](C=4C=CC=CC4)(C=5C=CC=CC5)C=6C=CC=CC6)([P](C=7C=CC=CC7)(C=8C=CC=CC8)C=9C=CC=CC9)[P](C=1C=CC=CC1)(C=1C=CC=CC1)C=1C=CC=CC1 (tetrakis(triphenylphosphine)palladium(0)). Solvent: CN(C)C=O (DMF). Conditions: temperature 120 celsius, time 16 hour. The product is OC=1C(=C(C#N)C=CC1)C (3-hydroxy-2-methylbenzonitrile). Yield: 49.2%. As a reaction SMILES: Br[C:2]1[C:3]([CH3:9])=[C:4]([OH:8])[CH:5]=[CH:6][CH:7]=1.[Cu][C:11]#[N:12].O>CN(C=O)C.C1C=CC([P]([Pd]([P](C2C=CC=CC=2)(C2C=CC=CC=2)C2C=CC=CC=2)([P](C2C=CC=CC=2)(C2C=CC=CC=2)C2C=CC=CC=2)[P](C2C=CC=CC=2)(C2C=CC=CC=2)C2C=CC=CC=2)(C2C=CC=CC=2)C2C=CC=CC=2)=CC=1>[OH:8][C:4]1[C:3]([CH3:9])=[C:2]([CH:7]=[CH:6][CH:5]=1)[C:11]#[N:12] |^1:22,24,43,62|. Procedure details: To a solution of 3-bromo-2-methylphenol (20.0 g) in DMF (250 mL) were added copper(I) cyanide (19.0 g) and tetrakis(triphenylphosphine)palladium(0) (3.70 g), and the mixture was heated with stirring at 120° C. for 16 hr under nitrogen atmosphere. The reaction mixture was poured into water, and the mixture was filtered. The filtrate was extracted with ethyl acetate, and the organic layer was dried over anhydrous sodium sulfate. The solvent was evaporated under reduced pressure, and the residue wa... Starting materials: CO, Fc1ccc(-c2ccc3ncnc(Cl)c3n2)cc1, N. Yields the product Nc1ncnc2ccc(-c3ccc(F)cc3)nc12. RXN SMILES: [CH3:20][OH:21].[Cl:2][c:3]1[c:4]2[c:5]([n:6][cH:7][n:8]1)[cH:9][cH:10][c:11](-[c:13]1[cH:14][cH:15][c:16]([F:19])[cH:17][cH:18]1)[n:12]2.[NH3:1]>>[NH2:1][c:3]1[c:4]2[c:5]([n:6][cH:7][n:8]1)[cH:9][cH:10][c:11](-[c:13]1[cH:14][cH:15][c:16]([F:19])[cH:17][cH:18]1)[n:12]2.